Dataset: the Open Reaction Database (ORD), a public repository of structured organic reaction records. Task: describe an organic reaction: reactants, conditions, products, and yield Reactants: N#Cc1ccc(C(F)(F)F)cn1, CCO, ClCCCl, Cl, NO, [Na+], [OH-], O. As a reaction SMILES: [C:4](#[N:5])[c:6]1[n:7][cH:8][c:9]([C:12]([F:13])([F:14])[F:15])[cH:10][cH:11]1.[CH3:1][CH2:2][OH:3].[Cl:21][CH2:22][CH2:23][Cl:24].[ClH:16].[NH2:17][OH:18].[Na+:20].[OH-:19].[OH2:25]>>[C:4]([NH2:5])([c:6]1[n:7][cH:8][c:9]([C:12]([F:13])([F:14])[F:15])[cH:10][cH:11]1)=[N:17][OH:18]. Yields the product NC(=NO)c1ccc(C(F)(F)F)cn1. Starting materials: [O-][Si](=O)[O-].[Na+].[Na+] (water glass), SiO2, [OH-].[Na+] (sodium hydroxide). Product: [Si]([O-])([O-])([O-])O[Si]([O-])([O-])[O-].[Na+].[Na+].[Na+].[Na+].[Na+].[Na+] (sodium disilicate). RXN SMILES: [O-:1][Si:2]([O-:4])=[O:3].[Na+:5].[Na+].[OH-:7].[Na+]>>[Si:2]([O:7][Si:2]([O-:4])([O-:3])[O-:1])([O-:4])([O-:1])[O-:3].[Na+:5].[Na+:5].[Na+:5].[Na+:5].[Na+:5].[Na+:5] |f:0.1.2,3.4,5.6.7.8.9.10.11|. Procedure: 400 g of a commercially available water glass solution having an SiO2 :Na2O ratio of 2:1 and a solids content of 45% by weight, prepared by hydrothermal digestion of sand with sodium hydroxide solution, were dehydrated in a laboratory hot-air spray tower (inlet temperature 220° C., outlet gas temperature 120° C.) to give an amorphous sodium disilicate having an ignition loss of 16.8% by weight at 620° C. 8 g of the amorphous sodium disilicate were then heat-treated for 1 h in a muffle furnace at... Reactants: [H-].[Na+] (Sodium hydride), FC1=C(C=CC(=C1)F)[C@]1([C@@H](C)N2C(N(C=C2)C2=CC=C(C=C2)C(F)(F)F)=O)CO1 (1-[(1R,2S)-2-(2,4-difluorophenyl)-2,3-epoxy-1-methylpropyl]-3-(4-trifluoromethylphenyl)-2(1H,3H)-imidazolone), O (water), N1N=CN=C1 (1,2,4-triazole). The solvent is oil, CN(C=O)C (dimethylformamide), CN(C=O)C (dimethylformamide), C(C)(=O)OCC (ethyl acetate). The product is FC1=C(C=CC(=C1)F)[C@@]([C@@H](C)N1C(N(C=C1)C1=CC=C(C=C1)C(F)(F)F)=O)(CN1N=CN=C1)O (1-[(1R,2S)-2-(2,4-difluorophenyl)-2-hydroxy-1-methyl-3-(1H-1,2,4-triazol-1-yl)propyl]-3-(4-trifluoromethylphenyl)-2(1H,3H)-imidazolone). Yield: 82.8%. RXN SMILES: [H-].[Na+].[NH:3]1[CH:7]=[N:6][CH:5]=[N:4]1.[F:8][C:9]1[CH:14]=[C:13]([F:15])[CH:12]=[CH:11][C:10]=1[C@:16]1([O:36][CH2:35]1)[C@H:17]([N:19]1[CH:23]=[CH:22][N:21]([C:24]2[CH:29]=[CH:28][C:27]([C:30]([F:33])([F:32])[F:31])=[CH:26][CH:25]=2)[C:20]1=[O:34])[CH3:18].O>CN(C)C=O.C(OCC)(=O)C>[F:8][C:9]1[CH:14]=[C:13]([F:15])[CH:12]=[CH:11][C:10]=1[C@:16]([OH:36])([CH2:35][N:3]1[CH:7]=[N:6][CH:5]=[N:4]1)[C@H:17]([N:19]1[CH:23]=[CH:22][N:21]([C:24]2[CH:29]=[CH:28][C:27]([C:30]([F:31])([F:33])[F:32])=[CH:26][CH:25]=2)[C:20]1=[O:34])[CH3:18] |f:0.1|. Procedure: 60% Sodium hydride in oil (65 mg) was dispersed in 4 ml of dimethylformamide, and 118 mg of 1,2,4-triazole was added thereto with ice cooling. The resulting mixture was stirred at room temperature for ten minutes. The solution of 362 mg of 1-[(1R,2S)-2-(2,4-difluorophenyl)-2,3-epoxy-1-methylpropyl]-3-(4-trifluoromethylphenyl)-2(1H,3H)-imidazolone prepared hereinabove in 2 ml of dimethylformamide was added thereto and the resulting mixture was heated at 50° C. for five hours. After cooling, to th...